From a dataset of the Open Reaction Database (ORD), a public repository of structured organic reaction records. describe an organic reaction: reactants, conditions, products, and yield The reactants are BrC1=CC=C(C=C1)C1=C(C(=NO1)C)NCCC(C)(C)C ([5-(4-bromo-phenyl)-3-methyl-isoxazol-4-yl]-(3,3-dimethyl-butyl)-amine), C(C)OC(=O)C1(CC1)C1=CC=C(C=C1)B1OC(C(O1)(C)C)(C)C (1-[4-(4,4,5,5-tetramethyl-[1,3,2]dioxaborolan-2-yl)-phenyl]-cyclopropanecarboxylic acid ethyl ester). The product is C(C)OC(=O)C1(CC1)C1=CC=C(C=C1)C1=CC=C(C=C1)C1=C(C(=NO1)C)NCCC(C)(C)C (1-{4′-[4-(3,3-Dimethyl-butylamino)-3-methyl-isoxazol-5-yl]-biphenyl-4-yl}-cyclopropanecarboxylic acid ethyl ester). Reaction SMILES: Br[C:2]1[CH:7]=[CH:6][C:5]([C:8]2[O:12][N:11]=[C:10]([CH3:13])[C:9]=2[NH:14][CH2:15][CH2:16][C:17]([CH3:20])([CH3:19])[CH3:18])=[CH:4][CH:3]=1.[CH2:21]([O:23][C:24]([C:26]1([C:29]2[CH:34]=[CH:33][C:32](B3OC(C)(C)C(C)(C)O3)=[CH:31][CH:30]=2)[CH2:28][CH2:27]1)=[O:25])[CH3:22]>>[CH2:21]([O:23][C:24]([C:26]1([C:29]2[CH:34]=[CH:33][C:32]([C:2]3[CH:7]=[CH:6][C:5]([C:8]4[O:12][N:11]=[C:10]([CH3:13])[C:9]=4[NH:14][CH2:15][CH2:16][C:17]([CH3:20])([CH3:19])[CH3:18])=[CH:4][CH:3]=3)=[CH:31][CH:30]=2)[CH2:27][CH2:28]1)=[O:25])[CH3:22]. Procedure details: Prepared according to the procedure described in Example 1, Step 7, using [5-(4-bromo-phenyl)-3-methyl-isoxazol-4-yl]-(3,3-dimethyl-butyl)-amine and 1-[4-(4,4,5,5-tetramethyl-[1,3,2]dioxaborolan-2-yl)-phenyl]-cyclopropanecarboxylic acid ethyl ester. Isolated yield 95.0%. The solvent is CO (MeOH). Yields the product CC([C@@H](CO)NC([C@@H](CC(=O)O)N1C=C(C=C1)C1=CC=C(C=C1)C1=CC=NC=C1)=O)(C)C (N-[2,2-dimethyl-1(S)-(hydroxymethyl)propyl]-3(R)-(3-[4-(pyridin-4-yl)phenyl]-1H-pyrrol-1-yl]succinamic acid). The reagents and catalysts are [OH-].[OH-].[Pd+2] (Pd(OH)2). The reactants are C(C1=CC=CC=C1)OC(C[C@H](C(=O)N)N1C=C(C=C1)C1=CC=C(C=C1)C1=CC=NC=C1)=O (3(R)-[3-[4-(pyridin-4-yl)phenyl]-1H-pyrrol-1-yl]succinamic acid benzyl ester), CCOC(=O)C (EtOAc). Conditions: time 3 hour. RXN SMILES: C([O:8][C:9](=[O:32])[CH2:10][C@@H:11]([N:15]1[CH:19]=[CH:18][C:17]([C:20]2[CH:25]=[CH:24][C:23]([C:26]3[CH:31]=[CH:30][N:29]=[CH:28][CH:27]=3)=[CH:22][CH:21]=2)=[CH:16]1)[C:12]([NH2:14])=[O:13])C1C=CC=CC=1.CCO[C:36]([CH3:38])=[O:37]>CO.[OH-].[OH-].[Pd+2]>[CH3:16][C:17]([CH3:20])([CH3:18])[C@H:38]([NH:14][C:12](=[O:13])[C@H:11]([N:15]1[CH:19]=[CH:18][C:17]([C:20]2[CH:25]=[CH:24][C:23]([C:26]3[CH:31]=[CH:30][N:29]=[CH:28][CH:27]=3)=[CH:22][CH:21]=2)=[CH:16]1)[CH2:10][C:9]([OH:8])=[O:32])[CH2:36][OH:37] |f:3.4.5|. Reported procedure: A mixture of N-(1-benzyloxycarbonyloxy-3,3-dimethylbut-2(R)-yl))-3(R)-[3-[4-(pyridin-4-yl)phenyl]-1H-pyrrol-1-yl]succinamic acid benzyl ester (140 mg, 0.212 mmol) and Pd(OH)2 (60 mgof 20% Pd by content) in MeOH (1 mL) and EtOAc (9 mL) was stirred under H2 atmosphere for 3 hours. The catalyst was filtered onto Celite and rinsed with 10% MeOH/CHCl3 (75 mL). The filtrate was concentrated in vacuo to provide a yellow solid, which was precipitated from hot CHCl3solution with hexane to furnish 68 mg(9... Reactants: N([C@H]([C@@H](OC(C)(C)C)C)C(=O)N[C@H](CC1=CC=C(C=C1)OC(C)(C)C)C(=O)OC)C(=O)OCC1=CC=CC=C1 (Z-D-Thr(tBu)-D-Tyr(tBu)-OMe), [H][H] (hydrogen). The reagents and catalysts are [Pd] (Pd on activated charcoal). Run in CO (CH3OH). Run at time 4 hour. Product: N[C@H]([C@@H](OC(C)(C)C)C)C(=O)N[C@H](CC1=CC=C(C=C1)OC(C)(C)C)C(=O)OC (H-D-Thr(tBu)-D-Tyr(tBu)-OMe). The yield is 95.0%. Reaction SMILES: [NH:1](C(OCC1C=CC=CC=1)=O)[C@@H:2]([C:10]([NH:12][C@@H:13]([C:26]([O:28][CH3:29])=[O:27])[CH2:14][C:15]1[CH:20]=[CH:19][C:18]([O:21][C:22]([CH3:25])([CH3:24])[CH3:23])=[CH:17][CH:16]=1)=[O:11])[C@H:3]([CH3:9])[O:4][C:5]([CH3:8])([CH3:7])[CH3:6].[H][H]>CO.[Pd]>[NH2:1][C@@H:2]([C:10]([NH:12][C@@H:13]([C:26]([O:28][CH3:29])=[O:27])[CH2:14][C:15]1[CH:20]=[CH:19][C:18]([O:21][C:22]([CH3:25])([CH3:24])[CH3:23])=[CH:17][CH:16]=1)=[O:11])[C@H:3]([CH3:9])[O:4][C:5]([CH3:8])([CH3:7])[CH3:6]. Procedure details: 4.03 g of Z-D-Thr(tBu)-D-Tyr(tBu)-OMe (7.45 mmoles) were dissolved in 250 ml of CH3OH. After addition of 850 mg of 10% Pd on activated charcoal (Fluka, cat. No 75990) a hydrogen stream was blown on the solution at room temperature under shaking for 4 h. The hydrogenation reaction was monitored by TLC. After removal of the catalyst by filtration and evaporation of the filtrate, 2.88 g (7.08 mmoles, yield 95%) of H-D-Thr(tBu)-D-Tyr(tBu)-OMe were obtained in the form of pure oil (TLC). Starting materials: Br, CC(=O)Cc1c([N+](=O)[O-])ccc(OCc2ccccc2)c1F, CC(=O)OC(C)=O, CC(=O)O. The product is CC(=O)Cc1c([N+](=O)[O-])ccc(O)c1F. As a reaction SMILES: [BrH:23].[CH2:1]([c:2]1[cH:3][cH:4][cH:5][cH:6][cH:7]1)[O:8][c:9]1[c:10]([F:22])[c:11]([CH2:18][C:19]([CH3:20])=[O:21])[c:12]([N+:15](=[O:16])[O-:17])[cH:13][cH:14]1.[CH3:24][C:25]([O:26][C:27](=[O:28])[CH3:29])=[O:30].[CH3:31][C:32](=[O:33])[OH:34]>>[OH:8][c:9]1[c:10]([F:22])[c:11]([CH2:18][C:19]([CH3:20])=[O:21])[c:12]([N+:15](=[O:16])[O-:17])[cH:13][cH:14]1. The reactants are C(C1=CC=CC=C1)=O (benzaldehyde), C(C)(C)OC1=CC2=C(N(C(N(C2=O)CCCOC2OCCCC2)=O)C)N=C1 (6-isopropoxy-1-methyl-3-(3-(tetrahydro-2H-pyran-2-yloxy)propyl)pyrido[2,3-d]pyrimidine-2,4(1H,3H)-dione), C(C)(C)OC1=CC2=C(N(C(N(C2=O)CCCOC2OCCCC2)=O)C)N=C1 (6-isopropoxy-1-methyl-3-(3-(tetrahydro-2H-pyran-2-yloxy)propyl)pyrido[2,3-d]pyrimidine-2,4(1H,3H)-dione), [Li+].CC(C)[N-]C(C)C (LDA). Solvent: C1CCOC1 (THF), C1CCOC1 (THF). Run at temperature -78 celsius, time 1 hour. Product: OC(C1=C(C=NC=2N(C(N(C(C21)=O)CCCOC2OCCCC2)=O)C)OC(C)C)C2=CC=CC=C2 (5-(hydroxy(phenyl)methyl)-6-isopropoxy-1-methyl-3-(3-(tetrahydro-2H-pyran-2-yloxy)propyl)pyrido[2,3-d]pyrimidine-2,4(1H,3H)-dione). The yield is 51.7%. RXN SMILES: [CH:1]([O:4][C:5]1[CH:27]=[N:26][C:8]2[N:9]([CH3:25])[C:10](=[O:24])[N:11]([CH2:14][CH2:15][CH2:16][O:17][CH:18]3[CH2:23][CH2:22][CH2:21][CH2:20][O:19]3)[C:12](=[O:13])[C:7]=2[CH:6]=1)([CH3:3])[CH3:2].[Li+].CC([N-]C(C)C)C.[CH:36](=[O:43])[C:37]1[CH:42]=[CH:41][CH:40]=[CH:39][CH:38]=1>C1COCC1>[OH:43][CH:36]([C:37]1[CH:42]=[CH:41][CH:40]=[CH:39][CH:38]=1)[C:6]1[C:7]2[C:12](=[O:13])[N:11]([CH2:14][CH2:15][CH2:16][O:17][CH:18]3[CH2:23][CH2:22][CH2:21][CH2:20][O:19]3)[C:10](=[O:24])[N:9]([CH3:25])[C:8]=2[N:26]=[CH:27][C:5]=1[O:4][CH:1]([CH3:3])[CH3:2] |f:1.2|. Procedure: To a solution of 6-isopropoxy-1-methyl-3-(3-(tetrahydro-2H-pyran-2-yloxy)propyl)pyrido[2,3-d]pyrimidine-2,4(1H,3H)-dione (See Compound 36, step 3, 150 mg, 0.4 mmol) in THF (6 mL) at −78° C. was added LDA (2M in THF, 1.0 mL, 2 mmol) dropwise. The reaction was stirred at −78° C. for 1 h then benzaldehyde (84.8 mg, 0.8 mmol) in THF (1.5 mL) was added. The reaction was stirred at −78° C. for 1 h quenched with aq. NH4Cl (8 mL) then diluted with EA (30 mL) and water (10 mL). The organic layer was drie... Reactants: [OH-].[Na+] (sodium hydroxide), O (water), NC=1C(=CC(=C(C1)O)Cl)F (5-amino-2-chloro-4-fluorophenol), C#CC(C)OS(=O)(=O)C1=CC=C(C)C=C1 ((1-butyn-3-yl)tosylate). Reagents/catalysts: [Br-].C(CCC)[N+](CCCC)(CCCC)CCCC (tetrabutylammonium bromide). Run in solution, C1(=CC=CC=C1)C (toluene). Reaction conditions: temperature 60 celsius. Product: ClC1=CC(=C(N)C=C1OC(C#C)C)F (4-chloro-2-fluoro-5-{(1-butyn-3-yl)oxy}aniline). The yield is 56.2%. RXN SMILES: [NH2:1][C:2]1[C:3]([F:10])=[CH:4][C:5]([Cl:9])=[C:6]([OH:8])[CH:7]=1.[CH:11]#[C:12][CH:13](OS(C1C=CC(C)=CC=1)(=O)=O)[CH3:14].[OH-].[Na+].O>[Br-].C([N+](CCCC)(CCCC)CCCC)CCC.C1(C)C=CC=CC=1>[Cl:9][C:5]1[C:6]([O:8][CH:13]([CH3:14])[C:12]#[CH:11])=[CH:7][C:2]([NH2:1])=[C:3]([F:10])[CH:4]=1 |f:2.3,5.6|. Procedure: A round-bottomed flask (50 cc) was charged with 5-amino-2-chloro-4-fluorophenol (1.40 g, 8.67 mmol), (1-butyn-3-yl)tosylate (2.03 g, 9.00 mmol) and tetrabutylammonium bromide (71 mg, 0.22 mmol) to prepare a solution in toluene (25 mL). Subsequently, 48% sodium hydroxide in aqueous solution (6 mL) was added slowly and the mixture was stirred under heating at 60° C. for 2 h. After completion of the reaction, the reaction mixture was cooled to room temperature and water (15 mL) was added, followed ... Starting materials: [C@H]1(C[C@@H](CC1)C(=O)O)C(=O)O (cis-cyclopentane-1,3-dicarboxylic acid). The solvent is C(C)(=O)OC(C)=O (acetic anhydride). Product: C12C(OC(C(CC1)C2)=O)=O (3-Oxabicyclo[3.2.1]octan-2,4-dione). Yield: 78.9%. As a reaction SMILES: [C@H:1]1([C:9]([OH:11])=[O:10])[CH2:5][CH2:4][C@@H:3]([C:6]([OH:8])=O)[CH2:2]1>C(OC(=O)C)(=O)C>[CH:1]12[CH2:2][CH:3]([CH2:4][CH2:5]1)[C:6](=[O:8])[O:11][C:9]2=[O:10]. Reported procedure: A solution of 1.63 g of cis-cyclopentane-1,3-dicarboxylic acid in 8.2 ml of acetic anhydride was heated in an oil bath at ca. 100° C. for 45 minutes. The excess acetic anhydride and acetic acid were removed by evaporation in vacuo to give a solid which was triturated under diethyl ether. This afforded 1.14 g (79% yield) of the title anhydride. Reactants: C=C (ethylene), C1(=CC=CC=C1)C (toluene), FF (fluorine). The reagents and catalysts are catalyst. The product is C(C)C1=CC=C(C=C1)C (para-ethyl-methyl-benzene). The yield is 27.9%. RXN SMILES: [CH2:1]=[CH2:2].FF.[C:5]1([CH3:11])[CH:10]=[CH:9][CH:8]=[CH:7][CH:6]=1>>[CH2:1]([C:8]1[CH:9]=[CH:10][C:5]([CH3:11])=[CH:6][CH:7]=1)[CH3:2]. Procedure: The same reactor used in Example 4 was charged with a feedstock containing a (3.6 wt.%, 10.4 mol %) concentration of ethylene in toluene. At a reaction temperature of 100° C., 5.95 g (9.0 mL) of a catalyst analyzed to contain 19.71 wt.% fluorine gave 49.4% ortho-, 22.7% meta-, and 27.9% para-ethyl-methyl-benzene with 44.4 mol % conversion, compared to 17.1 mol % conversion for a control catalyst in which the polymer had not been fluorinated.